The task is: describe an organic reaction: reactants, conditions, products, and yield. This data is from the Open Reaction Database (ORD), a public repository of structured organic reaction records. Starting materials: CC(C)(C)OC(=O)CN, CCN(C(C)C)C(C)C, CCOC(=O)C1=C(O)c2c(Cl)cccc2C(C)(C)C1=O, Cl, C1COCCO1. Product: CC(C)(C)OC(=O)CNC(=O)C1=C(O)c2c(Cl)cccc2C(C)(C)C1=O. Reaction SMILES: [C:22]([CH3:23])([CH3:24])([CH3:25])[O:26][C:27]([CH2:28][NH2:29])=[O:30].[CH:31]([N:32]([CH2:33][CH3:34])[CH:35]([CH3:36])[CH3:37])([CH3:38])[CH3:39].[Cl:1][c:2]1[c:3]2[c:8]([cH:9][cH:10][cH:11]1)[C:7]([CH3:12])([CH3:13])[C:6](=[O:14])[C:5]([C:15](=[O:16])[O:17][CH2:18][CH3:19])=[C:4]2[OH:20].[ClH:21].[O:40]1[CH2:41][CH2:42][O:43][CH2:44][CH2:45]1>>[Cl:1][c:2]1[c:3]2[c:8]([cH:9][cH:10][cH:11]1)[C:7]([CH3:12])([CH3:13])[C:6](=[O:14])[C:5]([C:15](=[O:16])[NH:29][CH2:28][C:27]([O:26][C:22]([CH3:23])([CH3:24])[CH3:25])=[O:30])=[C:4]2[OH:20]. The reactants are N1C(=NC2=C1C=CC=C2)NC2CCN(CC2)C(=O)OC(C)(C)C ((1H-benzimidazol-2-yl)(1-(t-butoxycarbonyl)piperidin-4-yl)amine), [H-].[Na+] (sodium hydride), S(C)(=O)(=O)OCCOC(C)C (2-(isopropoxy)ethyl mesylate). The solvent is CN(C=O)C (dimethylformamide). Reaction conditions: temperature 80 celsius, time 30 minute. Product: C(C)(C)OCCN1C(=NC2=C1C=CC=C2)NC2CCN(CC2)C(=O)OC(C)(C)C ((1-(2-(isopropoxy)ethyl)-1H-benzimidazol-2-yl)(1-(t-butoxycarbonyl)piperidin-4-yl)amine). Reaction SMILES: [NH:1]1[C:5]2[CH:6]=[CH:7][CH:8]=[CH:9][C:4]=2[N:3]=[C:2]1[NH:10][CH:11]1[CH2:16][CH2:15][N:14]([C:17]([O:19][C:20]([CH3:23])([CH3:22])[CH3:21])=[O:18])[CH2:13][CH2:12]1.[H-].[Na+].S(O[CH2:31][CH2:32][O:33][CH:34]([CH3:36])[CH3:35])(=O)(=O)C>CN(C)C=O>[CH:34]([O:33][CH2:32][CH2:31][N:1]1[C:5]2[CH:6]=[CH:7][CH:8]=[CH:9][C:4]=2[N:3]=[C:2]1[NH:10][CH:11]1[CH2:16][CH2:15][N:14]([C:17]([O:19][C:20]([CH3:23])([CH3:22])[CH3:21])=[O:18])[CH2:13][CH2:12]1)([CH3:36])[CH3:35] |f:1.2|. Procedure details: Combine (1H-benzimidazol-2-yl)(1-(t-butoxycarbonyl)piperidin-4-yl)amine (2.76 g, 8.72 mmol), and sodium hydride (0.38 g, 9.5 mmol) in dimethylformamide (30 mL). After 30 minutes, add 2-(isopropoxy)ethyl mesylate (0.51 g, 5.5 mmol). Heat to 80° C. After 2.5 hours, cool the reaction mixture to ambient temperature and partition between dichloromethane and a saturated aqueous sodium bicarbonate solution. Separate the layers and extract the organic layer with water and then brine. Dry the organic lay... The reactants are O1C2=C(C=CC=3C[C@@H]4[C@@H]5C=C[C@@H]([C@H]1[C@@]5(C23)CCN4C)OC4=NC=CC=C4)OCOC (4,5α-Epoxy-3-methoxymethoxy-17-methyl-6α-((2-pyridyl)-oxy)-morphinan-7-ene). Reagents/catalysts: [Pd] (Pd). Solvent: CO (MeOH). Conditions: time 2 hour. The product is O1C2=C(C=CC=3C[C@@H]4[C@@H]5CC[C@@H]([C@H]1[C@@]5(C23)CCN4C)OC4=NC=CC=C4)OCOC (4,5α-Epoxy-3-methoxymethoxy-17-methyl-6α-((2-pyridyl)-oxy)-morphinane). As a reaction SMILES: [O:1]1[C@@H:13]2[C@@:14]34[CH2:16][CH2:17][N:18]([CH3:19])[C@@H:8]([C@@H:9]3[CH:10]=[CH:11][C@@H:12]2[O:20][C:21]2[CH:26]=[CH:25][CH:24]=[CH:23][N:22]=2)[CH2:7][C:6]2=[C:15]4[C:2]1=[C:3]([O:27][CH2:28][O:29][CH3:30])[CH:4]=[CH:5]2>CO.[Pd]>[O:1]1[C@@H:13]2[C@@:14]34[CH2:16][CH2:17][N:18]([CH3:19])[C@@H:8]([C@@H:9]3[CH2:10][CH2:11][C@@H:12]2[O:20][C:21]2[CH:26]=[CH:25][CH:24]=[CH:23][N:22]=2)[CH2:7][C:6]2=[C:15]4[C:2]1=[C:3]([O:27][CH2:28][O:29][CH3:30])[CH:4]=[CH:5]2. Procedure details: 4,5α-Epoxy-3-methoxymethoxy-17-methyl-6α-((2-pyridyl)-oxy)-morphinan-7-ene (1.0 g. 2.46 mmol) is dissolved in MeOH (40 ml), mixed with 10% Pd unactivated charcoal 800 mg and then agitated at RT under H2 (1 bar over pressure) for 2 hours. The catalyst is eliminated by filtering over a filter compound and a filtrate is concentrated by rotary evaporation.